Task: describe an organic reaction: reactants, conditions, products, and yield. Dataset: the Open Reaction Database (ORD), a public repository of structured organic reaction records The product is CNC(=O)C(Cc1ccc(OC)cc1)NC(=O)C(CC(C)C)CP(=O)(Cc1cccc(NCc2ccccc2)c1)OC. Reaction SMILES: [C:44]([BH3-:45])#[N:46].[CH3:1][O:2][P:3](=[O:4])([CH2:5][CH:6]([CH2:7][CH:8]([CH3:9])[CH3:10])[C:11]([NH:12][CH:13]([CH2:14][c:15]1[cH:16][cH:17][c:18]([O:21][CH3:22])[cH:19][cH:20]1)[C:23]([NH:24][CH3:25])=[O:26])=[O:27])[CH2:28][c:29]1[cH:30][c:31]([NH2:35])[cH:32][cH:33][cH:34]1.[CH3:48][C:49](=[O:50])[OH:51].[CH3:52][OH:53].[CH:36](=[O:37])[c:38]1[cH:39][cH:40][cH:41][cH:42][cH:43]1.[Na+:47]>>[CH3:1][O:2][P:3](=[O:4])([CH2:5][CH:6]([CH2:7][CH:8]([CH3:9])[CH3:10])[C:11]([NH:12][CH:13]([CH2:14][c:15]1[cH:16][cH:17][c:18]([O:21][CH3:22])[cH:19][cH:20]1)[C:23]([NH:24][CH3:25])=[O:26])=[O:27])[CH2:28][c:29]1[cH:30][c:31]([NH:35][CH2:36][c:38]2[cH:39][cH:40][cH:41][cH:42][cH:43]2)[cH:32][cH:33][cH:34]1. Starting materials: [BH3-]C#N, CNC(=O)C(Cc1ccc(OC)cc1)NC(=O)C(CC(C)C)CP(=O)(Cc1cccc(N)c1)OC, CC(=O)O, CO, O=Cc1ccccc1, [Na+].